This data is from the Open Reaction Database (ORD), a public repository of structured organic reaction records. The task is: describe an organic reaction: reactants, conditions, products, and yield The reactants are O=NOS(=O)(=O)O, Nc1nsc2ccc([N+](=O)[O-])cc12, N#CCC(N)=C(C#N)C#N, [Na+], [Na], [OH-], O, O=S(=O)(O)O. Yields the product N#CC(=NNc1nsc2ccc([N+](=O)[O-])cc12)C(N)=C(C#N)C#N. RXN SMILES: [N:19]([O:20][S:21](=[O:22])(=[O:23])[OH:24])=[O:25].[NH2:1][c:2]1[n:3][s:4][c:5]2[c:6]1[cH:7][c:8]([N+:11](=[O:12])[O-:13])[cH:9][cH:10]2.[NH2:27][C:28](=[C:29]([C:30]#[N:31])[C:32]#[N:33])[CH2:34][C:35]#[N:36].[Na+:38].[Na:26].[OH-:37].[OH2:39].[S:14](=[O:15])(=[O:16])([OH:17])[OH:18]>>[NH:1]([c:2]1[n:3][s:4][c:5]2[c:6]1[cH:7][c:8]([N+:11](=[O:12])[O-:13])[cH:9][cH:10]2)[N:19]=[C:34]([C:28]([NH2:27])=[C:29]([C:30]#[N:31])[C:32]#[N:33])[C:35]#[N:36]. The reactants are ice, NC1=C(C2=C(S1)C=CC=C2)C#N (2-amino-benzo[b]thiophene-3-carbonitrile), FC1=C(C=C(C=C1)F)[N+](=O)[O-] (1,4-Difluoro-2-nitro-benzene), [OH-].[Li+] (lithium hydroxide). Run in CS(=O)C (dimethylsulfoxide). Run at time 30 minute. Yields the product FC1=CC(=C(C=C1)NC1=C(C2=C(S1)C=CC=C2)C#N)[N+](=O)[O-] (2-(4-Fluoro-2-nitro-phenylamino)-benzo[b]thiophene-3-carbonitrile). Yield: 9.2%. Reaction SMILES: [NH2:1][C:2]1[S:6][C:5]2[CH:7]=[CH:8][CH:9]=[CH:10][C:4]=2[C:3]=1[C:11]#[N:12].F[C:14]1[CH:19]=[CH:18][C:17]([F:20])=[CH:16][C:15]=1[N+:21]([O-:23])=[O:22].[OH-].[Li+]>CS(C)=O>[F:20][C:17]1[CH:18]=[CH:19][C:14]([NH:1][C:2]2[S:6][C:5]3[CH:7]=[CH:8][CH:9]=[CH:10][C:4]=3[C:3]=2[C:11]#[N:12])=[C:15]([N+:21]([O-:23])=[O:22])[CH:16]=1 |f:2.3|. Procedure details: Combine 2-amino-benzo[b]thiophene-3-carbonitrile (3.75 g, 21.5 mmol), 1,4-Difluoro-2-nitro-benzene (2.33 mL, 21.5 mmol), and lithium hydroxide (1.03 g, 43.0 mmol) in anhydrous dimethylsulfoxide (50 mL), and heat at 55° C. for about 5 hours. Cool to ambient temperature, pour into a beaker filled with ice/deionized water (200 mL), and stir for 30 minutes. Isolate the precipitated material by suction filtration, wash the solid with dichloromethane, and dry it under reduced pressure to give the titl... Reactants: CC(Cc1ccc(O)c(C(C)(C)C)c1)NC(=O)C(C(C)C)N(C)C(=O)C(Cc1ccccc1)NC(=O)OC(C)(C)C, ClCCl, O=C(O)C(F)(F)F. The product is CC(Cc1ccc(O)c(C(C)(C)C)c1)NC(=O)C(C(C)C)N(C)C(=O)C(N)Cc1ccccc1. RXN SMILES: [C:1]([CH3:2])([CH3:3])([CH3:4])[c:5]1[cH:6][c:7]([CH2:12][CH:13]([CH3:14])[NH:15][C:16]([CH:17]([CH:18]([CH3:19])[CH3:20])[N:21]([CH3:22])[C:23]([CH:24]([NH:25][C:26]([O:27][C:28]([CH3:29])([CH3:30])[CH3:31])=[O:32])[CH2:33][c:34]2[cH:35][cH:36][cH:37][cH:38][cH:39]2)=[O:40])=[O:41])[cH:8][cH:9][c:10]1[OH:11].[CH2:49]([Cl:50])[Cl:51].[F:42][C:43]([F:44])([F:45])[C:46]([OH:47])=[O:48]>>[C:1]([CH3:2])([CH3:3])([CH3:4])[c:5]1[cH:6][c:7]([CH2:12][CH:13]([CH3:14])[NH:15][C:16]([CH:17]([CH:18]([CH3:19])[CH3:20])[N:21]([CH3:22])[C:23]([CH:24]([NH2:25])[CH2:33][c:34]2[cH:35][cH:36][cH:37][cH:38][cH:39]2)=[O:40])=[O:41])[cH:8][cH:9][c:10]1[OH:11]. Reported procedure: In the manner given in Example 1, a solution of 8-fluoro-1-methyl-6-(o-fluorophenyl)-4H-s-triazolo[4,3-a][1,4]benzodiazepine in dimethylformamide, N,N,N',N'-tetrapropyldiaminomethane and acetyl chloride (in 0.5 molar excess compared to the N,N,N',N'-tetrapropyldiaminomethane) are reacted together to give 8-fluoro-1[2-(dipropylamino)ethyl]-6-(o-fluorophenyl)-4H-s-triazolo[4,3-a][1,4-benzodiazepine The solvent is N,N,N',N'-tetrapropyldiaminomethane, C(C)(=O)Cl (acetyl chloride), CN(C=O)C (dimethylformamide). The reactants are FC=1C=CC2=C(C(=NCC=3N2C(=NN3)C)C3=C(C=CC=C3)F)C1 (8-fluoro-1-methyl-6-(o-fluorophenyl)-4H-s-triazolo[4,3-a][1,4]benzodiazepine), N,N,N',N'-tetrapropyldiaminomethane. The product is N1C=CN=CC2=C1C=CC=C2 (1,4-benzodiazepine). Reaction SMILES: F[C:2]1[CH:3]=[CH:4][C:5]2[N:11]3C(C)=NN=[C:10]3[CH2:9][N:8]=[C:7](C3C=CC=CC=3F)[C:6]=2[CH:23]=1>CN(C)C=O.C(Cl)(=O)C>[NH:11]1[C:5]2[CH:4]=[CH:3][CH:2]=[CH:23][C:6]=2[CH:7]=[N:8][CH:9]=[CH:10]1. The reactants are CC[C@H](C)C(=O)O[C@H]1C[C@H](C=C2[C@H]1[C@H]([C@H](C=C2)C)CC[C@@H]3C[C@H](CC(=O)O3)O)C.C1(=CC=CC=C1)B([O-])[O-] (lovastatin phenylboronate), lithium pyrrolidide, 2L, N1CCCC1 (pyrrolidine), C(CCC)[Li] (n-Butyllithium), CI (methyl iodide). The solvent is C1CCOC1 (THF), C1CCOC1 (THF). Run at temperature -57.5 celsius, time 4 hour. The product is CCC(C)(C)C(=O)O[C@H]1C[C@H](C=C2[C@H]1[C@H]([C@H](C=C2)C)CC[C@@H]3C[C@H](CC(=O)O3)O)C.C1(=CC=CC=C1)B([O-])[O-] (simvastatin phenylboronate). Yield: 95.5%. As a reaction SMILES: N1CCC[CH2:2]1.C([Li])CCC.[CH3:11][CH2:12][C@@H:13]([C:15]([O:17][C@@H:18]1[C@@H:23]2[C@@H:24]([CH2:29][CH2:30][C@H:31]3[O:37][C:35](=[O:36])[CH2:34][C@H:33]([OH:38])[CH2:32]3)[C@@H:25]([CH3:28])[CH:26]=[CH:27][C:22]2=[CH:21][C@H:20]([CH3:39])[CH2:19]1)=[O:16])[CH3:14].[C:40]1([B:46]([O-:48])[O-:47])[CH:45]=[CH:44][CH:43]=[CH:42][CH:41]=1.CI>C1COCC1>[CH3:11][CH2:12][C:13]([C:15]([O:17][C@@H:18]1[C@@H:23]2[C@@H:24]([CH2:29][CH2:30][C@H:31]3[O:37][C:35](=[O:36])[CH2:34][C@H:33]([OH:38])[CH2:32]3)[C@@H:25]([CH3:28])[CH:26]=[CH:27][C:22]2=[CH:21][C@H:20]([CH3:39])[CH2:19]1)=[O:16])([CH3:2])[CH3:14].[C:40]1([B:46]([O-:48])[O-:47])[CH:45]=[CH:44][CH:43]=[CH:42][CH:41]=1 |f:2.3,6.7|. Procedure details: A 2L 3-necked flask was charged with pyrrolidine (56 mL, 0.67 mol) and dry THF (453 g) under a nitrogen atmosphere. n-Butyllithium (419 mL, 1.6 M hexane solution, 0.67 mol) was added dropwise at a temperature between −20 and −25° C. over a period of 1 hour. The solution was maintained at this temperature for 30 minutes and then cooled to −55 to −60° C. A solution of lovastatin phenylboronate (101.7 g, 0.20 mol) in 274.7 g of THF was cooled to a temperature of −50° C. and then added to the cold l... Procedure details: Suitable conditions for the conversion of quaternary ammonium salt 9a to endoperoxide 10a were developed. Hydrogenation of the endoperoxide intermediate furnished a mixture of methylnaltrexone chloride salts 11 in 70-71% yield. Exchange of the counter ion from chloride to bromide was achieved by ion exchange chromatography and furnished a mixture of (R)- to (S)-methylnaltrexone bromide in an approximate ratio of 10:1. Alternatively, the chloride counter ion was converted to the bromide by first ... As a reaction SMILES: [Cl-].[Br-:2].[CH3:3][N+:4]1([CH2:25][CH:26]2[CH2:28][CH2:27]2)[C@@H:21]2[CH2:22][C:9]3=[CH:10][CH:11]=[C:12]([OH:24])[C:13]4[O:14][C@H:15]5[C:16]([CH2:18][CH2:19][C@:20]2([OH:23])[C@:7]5([C:8]=43)[CH2:6][CH2:5]1)=[O:17].[Cl-]>>[CH3:3][N+:4]1([CH2:25][CH:26]2[CH2:28][CH2:27]2)[C@@H:21]2[CH2:22][C:9]3[CH:10]=[CH:11][C:12]([OH:24])=[C:13]4[O:14][C@H:15]5[C:16]([CH2:18][CH2:19][C@:20]2([OH:23])[C@:7]5([C:8]=34)[CH2:6][CH2:5]1)=[O:17].[Br-:2] |f:2.3,4.5|. Yields the product C[N+]1(CC[C@]23[C@@H]4C(=O)CC[C@]2([C@H]1CC5=C3C(=C(C=C5)O)O4)O)CC6CC6.[Br-] (N-methylnaltrexone bromide). Starting materials: [Cl-] (chloride), methylnaltrexone chloride salts, (S)-methylnaltrexone bromide, C[N+]1(CC[C@]23C=4C5=CC=C(C4O[C@H]2C(=O)CC[C@]3([C@H]1C5)O)O)CC6CC6.[Cl-] (methylnaltrexone chloride), [Cl-] (chloride), [Br-] (bromide), [Br-] (bromide).